Dataset: the Open Reaction Database (ORD), a public repository of structured organic reaction records. Task: describe an organic reaction: reactants, conditions, products, and yield The reactants are NC1=C(C(=C(C(=O)N2CCN(CC2)CC=2C=C(C(=O)NC(C)(C)C)C=CC2)C=C1)F)F (3-((4-(4-amino-2,3-difluorobenzoyl)piperazin-1-yl)methyl)-N-tert-butylbenzamide), C(C)N(C(C)C)C(C)C (N-ethyl-N-isopropylpropan-2-amine), C(OC(Cl)(Cl)Cl)(OC(Cl)(Cl)Cl)=O (bis(trichloromethyl) carbonate), C1(CCC1)N (cyclobutylamine), C(C)N(C(C)C)C(C)C (N-ethyl-N-isopropylpropan-2-amine). Run in ClCCl (dichloromethane), ClCCl (dichloromethane), ClCCl (dichloromethane), O (water). Run at time 30 minute. Product: Cl.C(C)(C)(C)NC(C1=CC(=CC=C1)CN1CCN(CC1)C(C1=C(C(=C(C=C1)NC(=O)NC1CCC1)F)F)=O)=O (N-tert-Butyl-3-((4-(4-(3-cyclobutylureido)-2,3-difluorobenzoyl)piperazin-1-yl)methyl)benzamide Hydrochloride). Isolated yield 115.9%. As a reaction SMILES: [C:1](=[O:12])(OC(Cl)(Cl)Cl)OC(Cl)(Cl)[Cl:4].[NH2:13][C:14]1[CH:41]=[CH:40][C:17]([C:18]([N:20]2[CH2:25][CH2:24][N:23]([CH2:26][C:27]3[CH:28]=[C:29]([CH:37]=[CH:38][CH:39]=3)[C:30]([NH:32][C:33]([CH3:36])([CH3:35])[CH3:34])=[O:31])[CH2:22][CH2:21]2)=[O:19])=[C:16]([F:42])[C:15]=1[F:43].C(N(C(C)C)C(C)C)C.[CH:53]1([NH2:57])[CH2:56][CH2:55][CH2:54]1>ClCCl.O>[ClH:4].[C:33]([NH:32][C:30](=[O:31])[C:29]1[CH:37]=[CH:38][CH:39]=[C:27]([CH2:26][N:23]2[CH2:22][CH2:21][N:20]([C:18](=[O:19])[C:17]3[CH:40]=[CH:41][C:14]([NH:13][C:1]([NH:57][CH:53]4[CH2:56][CH2:55][CH2:54]4)=[O:12])=[C:15]([F:43])[C:16]=3[F:42])[CH2:25][CH2:24]2)[CH:28]=1)([CH3:36])([CH3:35])[CH3:34] |f:6.7|. Reported procedure: To a stirred solution of bis(trichloromethyl) carbonate (0.26 mmol, 76 mg) in dichloromethane (3 mL) was added a mixture of 3-((4-(4-amino-2,3-difluorobenzoyl)piperazin-1-yl)methyl)-N-tert-butylbenzamide (0.6 mmol, 257 mg) and N-ethyl-N-isopropylpropan-2-amine (0.11 mL) in dichloromethane (2 mL) dropwise over 2 minutes. After 30 minutes stirring, a mixture of cyclobutylamine (1.192 mmol, 0.113 mL, 85 mg) and N-ethyl-N-isopropylpropan-2-amine (0.22 mL) was added. After 2 hours stirring, the react... Starting materials: O=C(O)CCCCCCCBr, CCCCCCCCCCCCCCCCCCNC(=O)OCC(CO)=C(C)C, O=C(O)CCCCCBr. Product: CCCCCCCCCCCCCCCCCCNC(=O)OCC(COC(=O)CCCCCCCBr)=C(C)C. Reaction SMILES: [Br:39][CH2:40][CH2:41][CH2:42][CH2:43][CH2:44][CH2:45][CH2:46][C:47](=[O:48])[OH:49].[CH2:1]([CH2:2][CH2:3][CH2:4][CH2:5][CH2:6][CH2:7][CH2:8][CH2:9][CH2:10][CH2:11][CH2:12][CH2:13][CH2:14][CH2:15][CH2:16][CH2:17][CH3:18])[NH:19][C:20](=[O:21])[O:22][CH2:23][C:24]([CH2:25][OH:26])=[C:27]([CH3:28])[CH3:29].[OH:30][C:31]([CH2:32][CH2:33][CH2:34][CH2:35][CH2:36][Br:37])=[O:38]>>[CH2:1]([CH2:2][CH2:3][CH2:4][CH2:5][CH2:6][CH2:7][CH2:8][CH2:9][CH2:10][CH2:11][CH2:12][CH2:13][CH2:14][CH2:15][CH2:16][CH2:17][CH3:18])[NH:19][C:20](=[O:21])[O:22][CH2:23][C:24]([CH2:25][O:26][C:47]([CH2:46][CH2:45][CH2:44][CH2:43][CH2:42][CH2:41][CH2:40][Br:39])=[O:48])=[C:27]([CH3:28])[CH3:29]. Starting materials: COC1CC=2C(=C(C3=C(C=CC(O3)=O)C2)OC)O1 (2,9-dimethoxy-2,3-dihydro-7H-furo[3,2-g][1]benzopyran-7-one). Solvent: C(=O)O (formic acid). The product is COC1=C2C(=CC=3C=CC(OC31)=O)C=CO2 (9-methoxy-7H-furo[3,2-g][1]benzopyran-7-one). As a reaction SMILES: CO[CH:3]1[O:18][C:6]2=[C:7]([O:16][CH3:17])[C:8]3[O:13][C:12](=[O:14])[CH:11]=[CH:10][C:9]=3[CH:15]=[C:5]2[CH2:4]1>C(O)=O>[CH3:17][O:16][C:7]1[C:8]2[O:13][C:12](=[O:14])[CH:11]=[CH:10][C:9]=2[CH:15]=[C:5]2[CH:4]=[CH:3][O:18][C:6]=12. Procedure: A solution of 0.253 g. (1.02 mmoles) of 2,9-dimethoxy-2,3-dihydro-7H-furo[3,2-g][1]benzopyran-7-one in 10 ml. of formic acid was heated at 100° for 40 min. The reaction was cooled and evaporated. The residue was filtered through alumina using benzene/ethyl acetate, 4:1 to yield, upon evaporation of the filtrate, pure 9-methoxy-7H-furo[3,2-g][1]benzopyran-7-one, mp 145°-146°. Starting materials: OC1=C(C=CC(=C1CCC)O)C(C)=O (1-(2,4-dihydroxy-3-propylphenyl) ethanone), BrCCCO (3-bromo-1-propanol), C([O-])([O-])=O.[K+].[K+] (potassium carbonate). The solvent is CN(C=O)C (dimethyl formamide). Reaction conditions: time 64 hour. Yields the product OC1=C(C=CC(=C1CCC)OCCCO)C(C)=O (1-[2-hydroxy-4-(3-hydroxypropoxy)-3-propyl-phenyl]ethanone). The yield is 28.0%. Reaction SMILES: [OH:1][C:2]1[C:7]([CH2:8][CH2:9][CH3:10])=[C:6]([OH:11])[CH:5]=[CH:4][C:3]=1[C:12](=[O:14])[CH3:13].Br[CH2:16][CH2:17][CH2:18][OH:19].C(=O)([O-])[O-].[K+].[K+]>CN(C)C=O>[OH:1][C:2]1[C:7]([CH2:8][CH2:9][CH3:10])=[C:6]([O:11][CH2:16][CH2:17][CH2:18][OH:19])[CH:5]=[CH:4][C:3]=1[C:12](=[O:14])[CH3:13] |f:2.3.4|. Procedure: A mixture of 5.80 g of 1-(2,4-dihydroxy-3-propylphenyl) ethanone, 3.6 ml of 3-bromo-1-propanol and 8.3 g of anhydrous potassium carbonate in 50 ml of anhydrous dimethyl formamide was stirred at 75° for 64 hours. The reaction mixture was concentrated in vacuo, the residue was acidified and extracted with ethyl acetate. The extract was dried over magnesium sulfate and concentrated in vacuo to 8.7 g of an oil which was chroma,ographed on 150 g of silica gel. Elution with 40% ethyl acetate-toluene g... Starting materials: COC(=O)C(C)(Cc1ccc(OC)cc1)NC(=O)OC1C2CC3CC(C2)CC1C3, [Li+], [OH-], O. Yields the product COc1ccc(CC(C)(NC(=O)OC2C3CC4CC(C3)CC2C4)C(=O)O)cc1. Reaction SMILES: [CH3:1][O:2][c:3]1[cH:4][cH:5][c:6]([CH2:7][C:8]([NH:9][C:10](=[O:11])[O:12][CH:13]2[CH:14]3[CH2:15][CH:16]4[CH2:17][CH:18]([CH2:19][CH:20]2[CH2:21]4)[CH2:22]3)([C:23](=[O:24])[O:25][CH3:26])[CH3:27])[cH:28][cH:29]1.[Li+:32].[OH-:31].[OH2:30]>>[CH3:1][O:2][c:3]1[cH:4][cH:5][c:6]([CH2:7][C:8]([NH:9][C:10](=[O:11])[O:12][CH:13]2[CH:14]3[CH2:15][CH:16]4[CH2:17][CH:18]([CH2:19][CH:20]2[CH2:21]4)[CH2:22]3)([C:23](=[O:24])[OH:25])[CH3:27])[cH:28][cH:29]1. Conditions: temperature 0 celsius, time 0.5 hour. Yield: 65.0%. Starting materials: N(=NC(=O)OC(C)C)C(=O)OC(C)C (Diisopropyl azodicarboxylate), Cl (HCl), C(C)(C)(C)OC(=O)N1CCC(CC1)O (t-butyl-4-hydroxy-1-piperidine carboxylate), C1=CC(=CC=C1C(F)(F)F)OC2=CC=C(C=C2)O (4-[(4-trifluoromethyl)phenoxy]phenol), C1(=CC=CC=C1)P(C1=CC=CC=C1)C1=CC=CC=C1 (triphenyl phosphine). Product: Cl.FC(C1=CC=C(OC2=CC=C(OC3CCNCC3)C=C2)C=C1)(F)F (4-[4-(4-Trifluoromethyl-phenoxy)-phenoxy]-piperidine hydrochloride salt). Run in C1CCOC1 (THF), O1CCOCC1 (dioxane), O1CCOCC1 (dioxane), C1CCOC1 (THF), C1CCOC1 (THF), C1CCOC1 (THF). Procedure details: To a solution of t-butyl-4-hydroxy-1-piperidine carboxylate (1.0 g, 5.0 mmol) in anhydrous THF (5 mL) was added 4-[(4-trifluoromethyl)phenoxy]phenol (1.65 g, 6.5 mmol) in THF (5 mL) and triphenyl phosphine (1.57 g, 6 mmol) in THF (5mL). The resulting mixture was cooled to 0° C. using ice-water bath and purged with nitrogen. Diisopropyl azodicarboxylate (1.21 g, 6 mmol) was dissolved in 5 mL of THF and added to above solution drop wise over a period of 30 min under nitrogen. Reaction then was sti... Reaction SMILES: C(OC([N:8]1[CH2:13][CH2:12][CH:11]([OH:14])[CH2:10][CH2:9]1)=O)(C)(C)C.[CH:15]1[C:20]([C:21]([F:24])([F:23])[F:22])=[CH:19][CH:18]=[C:17]([O:25][C:26]2[CH:31]=[CH:30][C:29](O)=[CH:28][CH:27]=2)[CH:16]=1.C1(P(C2C=CC=CC=2)C2C=CC=CC=2)C=CC=CC=1.N(C(OC(C)C)=O)=NC(OC(C)C)=O.[ClH:66]>C1COCC1.O1CCOCC1>[ClH:66].[F:22][C:21]([F:23])([F:24])[C:20]1[CH:15]=[CH:16][C:17]([O:25][C:26]2[CH:31]=[CH:30][C:29]([O:14][CH:11]3[CH2:10][CH2:9][NH:8][CH2:13][CH2:12]3)=[CH:28][CH:27]=2)=[CH:18][CH:19]=1 |f:7.8|. Starting materials: O=C(NCC12CC3CC(CC(C3)C1)C2)c1cc(Cl)ncc1Cl, C=CCO[Si](C)(C)C(C)(C)C, CN(C)C=O, B1C2CCCC1CCC2, [K+], [K+], [K+], O, O=P([O-])([O-])[O-]. Product: CC(C)(C)[Si](C)(C)OCCCc1cc(C(=O)NCC23CC4CC(CC(C4)C2)C3)c(Cl)cn1. As a reaction SMILES: [C:29]12([CH2:39][NH:40][C:41]([c:42]3[cH:43][c:44]([Cl:49])[n:45][cH:46][c:47]3[Cl:48])=[O:50])[CH2:30][CH:31]3[CH2:32][CH:33]([CH2:34][CH:35]([CH2:36]1)[CH2:37]3)[CH2:38]2.[CH2:10]([CH:11]=[CH2:12])[O:13][Si:14]([CH3:15])([CH3:16])[C:17]([CH3:18])([CH3:19])[CH3:20].[CH3:52][N:53]([CH3:54])[CH:55]=[O:56].[CH:1]12[CH2:2][CH2:3][CH2:4][CH:5]([BH:6]1)[CH2:7][CH2:8][CH2:9]2.[K+:26].[K+:27].[K+:28].[OH2:51].[P:21]([O-:22])([O-:23])([O-:24])=[O:25]>>[CH2:10]([CH2:11][CH2:12][c:44]1[cH:43][c:42]([C:41]([NH:40][CH2:39][C:29]23[CH2:30][CH:31]4[CH2:32][CH:33]([CH2:34][CH:35]([CH2:36]2)[CH2:37]4)[CH2:38]3)=[O:50])[c:47]([Cl:48])[cH:46][n:45]1)[O:13][Si:14]([CH3:15])([CH3:16])[C:17]([CH3:18])([CH3:19])[CH3:20]. The product is C(CCCCCCC)C1=C(C=C(O)C=C1)O (4-n-octyl resorcinol). Solvent: O (water). Reactants: C(CCCCCCC)O (1-octanol), C1(O)=CC(O)=CC=C1 (resorcinol), C(CCCCCCC)O (1-octanol). Reaction SMILES: [CH2:1](O)[CH2:2][CH2:3][CH2:4][CH2:5][CH2:6][CH2:7][CH3:8].[C:10]1([CH:17]=[CH:16][CH:15]=[C:13]([OH:14])[CH:12]=1)[OH:11]>O>[CH2:1]([C:15]1[CH:16]=[CH:17][C:10]([OH:11])=[CH:12][C:13]=1[OH:14])[CH2:2][CH2:3][CH2:4][CH2:5][CH2:6][CH2:7][CH3:8]. Procedure details: 4-n-octyl resorcinol is prepared by heating 1-octanol with resorcinol in the presence of 20 wt % alumina. The 1-octanol is added at such a rate that the temperature is maintained at 275° C, with continuous removal of the water formed.